From a dataset of the Open Reaction Database (ORD), a public repository of structured organic reaction records. describe an organic reaction: reactants, conditions, products, and yield The reactants are CN(C)Cc1ncc(CCl)s1, Cl, Cl, Cl, NCCS. Yields the product CN(C)Cc1ncc(CSCCN)s1. Reaction SMILES: [Cl:7][CH2:8][c:9]1[cH:10][n:11][c:12]([CH2:14][N:15]([CH3:16])[CH3:17])[s:13]1.[ClH:18].[ClH:1].[ClH:6].[NH2:2][CH2:3][CH2:4][SH:5]>>[NH2:2][CH2:3][CH2:4][S:5][CH2:8][c:9]1[cH:10][n:11][c:12]([CH2:14][N:15]([CH3:16])[CH3:17])[s:13]1. Yield: 73.6%. The product is C1(=CC=CC=C1)CCN1CC2(CCC1)OC1=C(C(N2)=O)C=C(C=C1)/C=C/C(=O)NO ((±)-(E)-3-{1′-(2-phenyl-ethyl)-3,4-dihydro-4-oxo-spiro[2H-(1,3)-benzoxazine-2,3′-piperidin]-6-yl}-N-hydroxy-acrylamide). Procedure details: (±)-(E)-3-{1′-(2-Phenyl-ethyl)-3,4-dihydro-4-oxo-spiro[2H-(1,3)-benzoxazine-2,3′-piperidin]-6-yl}-N-(tetrahydro-pyran-2-yloxy)-acrylamide (150 mg, 0.30 mmol) in DCM (5 ml) was treated with 4 M HCl in dioxane (1 ml) as described in Example 30, STEP C to give (±)-(E)-3-{1′-(2-phenyl-ethyl)-3,4-dihydro-4-oxo-spiro[2H-(1,3)-benzoxazine-2,3′-piperidin]-6-yl}-N-hydroxy-acrylamide (90 mg) as a pale yellow solid (hydrochloride salt). The reactants are C(C1=CC=CC=C1)N1CC2(CCC1)OC1=C(C(N2)=O)C=C(C=C1)/C=C/C(=O)O ((±)-(E)-3-{1′-benzyl-3,4-dihydro-4-oxo-spiro[2H-(1,3)-benzoxazine-2,3′-piperidin]-6-yl}-acrylic acid), C1(=CC=CC=C1)CCN1CC2(CCC1)OC1=C(C(N2)=O)C=C(C=C1)/C=C/C(=O)NOC1OCCCC1 ((±)-(E)-3-{1′-(2-Phenyl-ethyl)-3,4-dihydro-4-oxo-spiro[2H-(1,3)-benzoxazine-2,3′-piperidin]-6-yl}-N-(tetrahydro-pyran-2-yloxy)-acrylamide), Cl (HCl). As a reaction SMILES: [C:1]1([CH2:7][CH2:8][N:9]2[CH2:14][CH2:13][CH2:12][C:11]3([NH:19][C:18](=[O:20])[C:17]4[CH:21]=[C:22](/[CH:25]=[CH:26]/[C:27]([NH:29][O:30]C5CCCCO5)=[O:28])[CH:23]=[CH:24][C:16]=4[O:15]3)[CH2:10]2)[CH:6]=[CH:5][CH:4]=[CH:3][CH:2]=1.Cl.C(N1CCCC2(NC(=O)C3C=C(/C=C/C(O)=O)C=CC=3O2)C1)C1C=CC=CC=1>C(Cl)Cl.O1CCOCC1>[C:1]1([CH2:7][CH2:8][N:9]2[CH2:14][CH2:13][CH2:12][C:11]3([NH:19][C:18](=[O:20])[C:17]4[CH:21]=[C:22](/[CH:25]=[CH:26]/[C:27]([NH:29][OH:30])=[O:28])[CH:23]=[CH:24][C:16]=4[O:15]3)[CH2:10]2)[CH:6]=[CH:5][CH:4]=[CH:3][CH:2]=1. The solvent is C(Cl)Cl (DCM), O1CCOCC1 (dioxane). The reactants are compound ( 10 ), Cl.FC(C1=C(C(C2=CC=C(C=C2)C)OC2CNC2)C=CC=C1)(F)F (3-[2-(trifluoromethyl)-4′-methylbenzhydryloxy]azetidine hydrochloride), C12(CC3CC(CC(C1)C3)C2)N=C=O (1-adamantyl isocyanate). The product is FC(C1=C(C(C2=CC=C(C=C2)C)OC2CN(C2)C(=O)NC23CC4CC(CC(C2)C4)C3)C=CC=C1)(F)F (3-[2-(trifluoromethyl)-4′-methylbenzhydryloxy]-N-(1-adamantyl)-azetidine-1-carboxamide), foam. Isolated yield 94.0%. Reaction SMILES: Cl.[F:2][C:3]([F:24])([F:23])[C:4]1[CH:22]=[CH:21][CH:20]=[CH:19][C:5]=1[CH:6]([O:14][CH:15]1[CH2:18][NH:17][CH2:16]1)[C:7]1[CH:12]=[CH:11][C:10]([CH3:13])=[CH:9][CH:8]=1.[C:25]12([N:35]=[C:36]=[O:37])[CH2:34][CH:29]3[CH2:30][CH:31]([CH2:33][CH:27]([CH2:28]3)[CH2:26]1)[CH2:32]2>>[F:24][C:3]([F:2])([F:23])[C:4]1[CH:22]=[CH:21][CH:20]=[CH:19][C:5]=1[CH:6]([O:14][CH:15]1[CH2:18][N:17]([C:36]([NH:35][C:25]23[CH2:34][CH:29]4[CH2:28][CH:27]([CH2:33][CH:31]([CH2:30]4)[CH2:32]2)[CH2:26]3)=[O:37])[CH2:16]1)[C:7]1[CH:12]=[CH:11][C:10]([CH3:13])=[CH:9][CH:8]=1 |f:0.1|. Reported procedure: This material was prepared from 3-[2-(trifluoromethyl)-4′-methylbenzhydryloxy]azetidine hydrochloride (151) (0.56 mmol) and 1-adamantyl isocyanate (0.56 mmol) using the procedure described for compound (10). The desired product was obtained as a white foam (264 mg, 94%). Starting materials: CCCCC(=O)Nc1ccc(C(=O)OC)cc1, CC(=O)OC(C)=O, O, O=[N+]([O-])O, O=S(=O)(O)O. Yields the product CCCCC(=O)Nc1ccc(C(=O)OC)cc1[N+](=O)[O-]. RXN SMILES: [C:17]([CH2:18][CH2:19][CH2:20][CH3:21])(=[O:22])[NH:23][c:24]1[cH:25][cH:26][c:27]([C:28](=[O:29])[O:30][CH3:31])[cH:32][cH:33]1.[CH3:5][C:6]([O:7][C:8](=[O:9])[CH3:10])=[O:11].[OH2:34].[OH:1][N+:2]([O-:3])=[O:4].[S:12](=[O:13])(=[O:14])([OH:15])[OH:16]>>[O-:1][N+:2](=[O:4])[c:25]1[c:24]([NH:23][C:17]([CH2:18][CH2:19][CH2:20][CH3:21])=[O:22])[cH:33][cH:32][c:27]([C:28](=[O:29])[O:30][CH3:31])[cH:26]1.